Dataset: the Open Reaction Database (ORD), a public repository of structured organic reaction records. Task: describe an organic reaction: reactants, conditions, products, and yield Starting materials: C(C)C1=CC=C(C=C1)C1=CC(SC2=CC=C(C=C12)C#CC1=CC=C(C(=O)OCC)C=C1)(C)C (ethyl 4-[[4-(4-ethylphenyl)-2,2-dimethyl-(2H)-thiochromen-6-yl]-ethynyl]-benzoate), C(C)C1=CC=C(C=C1)C1=CC(SC2=CC=C(C=C12)C#CC1=CC=C(C(=O)OCC)C=C1)(C)C (ethyl 4-[[4-(4-ethylphenyl)-2,2-dimethyl-(2H)-thiochromen-6-yl]-ethynyl]-benzoate), [OH-].[Na+] (NaOH), aqueous solution, Cl (HCl). The solvent is C1CCOC1 (THF), CCO (EtOH). Run at time 8 hour. Yields the product C(C)C1=CC=C(C=C1)C1=CC(SC2=CC=C(C=C12)CCC1=CC=C(C(=O)O)C=C1)(C)C (4-[[4-(4-ethylphenyl)-2,2-dimethyl-(2H)-thiochromen-6-yl]-ethyl]-benzoic acid). The yield is 88.2%. As a reaction SMILES: [CH2:1]([C:3]1[CH:8]=[CH:7][C:6]([C:9]2[C:18]3[C:13](=[CH:14][CH:15]=[C:16]([C:19]#[C:20][C:21]4[CH:31]=[CH:30][C:24]([C:25]([O:27]CC)=[O:26])=[CH:23][CH:22]=4)[CH:17]=3)[S:12][C:11]([CH3:33])([CH3:32])[CH:10]=2)=[CH:5][CH:4]=1)[CH3:2].[OH-].[Na+].Cl>C1COCC1.CCO>[CH2:1]([C:3]1[CH:4]=[CH:5][C:6]([C:9]2[C:18]3[C:13](=[CH:14][CH:15]=[C:16]([CH2:19][CH2:20][C:21]4[CH:22]=[CH:23][C:24]([C:25]([OH:27])=[O:26])=[CH:30][CH:31]=4)[CH:17]=3)[S:12][C:11]([CH3:32])([CH3:33])[CH:10]=2)=[CH:7][CH:8]=1)[CH3:2] |f:1.2|. Procedure: To a solution of ethyl 4-[[4-(4-ethylphenyl)-2,2-dimethyl-(2H)-thiochromen-6-yl]-ethynyl]-benzoate (Compound 227, 940.0 mg, 2.08 mmol) in 10.0 mL THF and 5.0 mL EtOH was added NaOH (416.0 mg, 10.4 mmol, 5.2 mL of a 2M aqueous solution). The resulting solution was stirred overnight at room temperature. The reaction mixture was acidified with 10% aqueous HCl and extracted with EtOAc. The combined organic layers were washed with H2O, saturated aqueous NaCl, and dried (Na2SO4) before removing the so...